Dataset: the Open Reaction Database (ORD), a public repository of structured organic reaction records. Task: describe an organic reaction: reactants, conditions, products, and yield Starting materials: CS(=O)c1[nH]ccc1[N+](=O)[O-], CN(C)Cc1ccnc(CSCCN)c1, CCO. Product: CN(C)Cc1ccnc(CSCCNc2[nH]ccc2[N+](=O)[O-])c1. Reaction SMILES: [CH3:16][S:17](=[O:18])[c:19]1[nH:20][cH:21][cH:22][c:23]1[N+:24](=[O:25])[O-:26].[CH3:1][N:2]([CH3:3])[CH2:4][c:5]1[cH:6][c:7]([CH2:11][S:12][CH2:13][CH2:14][NH2:15])[n:8][cH:9][cH:10]1.[CH3:27][CH2:28][OH:29]>>[CH3:1][N:2]([CH3:3])[CH2:4][c:5]1[cH:6][c:7]([CH2:11][S:12][CH2:13][CH2:14][NH:15][c:19]2[nH:20][cH:21][cH:22][c:23]2[N+:24](=[O:25])[O-:26])[n:8][cH:9][cH:10]1. Starting materials: CCC(C(=O)O)(C)N (Methyl aminoisobutyric acid), OCC(C)(C)N (3-hydroxy-2-methyl-2-propylamine), CC1=C(C=CC=C1[N+](=O)[O-])N=C=S (2-methyl-3-nitrophenyl isothiocyanate), Cl.NC(C(=O)OC)(C)C (methyl aminoisobutyrate HCl salt), ester, OCCN (2-hydroxyethylamine), O=S(Cl)Cl (SOCl2). The product is CC1=C(C=CC(=C1)[N+](=O)[O-])N=C1SCC(N1)(C)C (2-(2-methyl-4-nitrophenylimino)-4,4-dimethyl-1,3-thiazolidine). As a reaction SMILES: C[CH2:2][C:3]([NH2:8])([CH3:7])[C:4](O)=O.Cl.N[C:11]([CH3:17])([CH3:16])[C:12](OC)=O.OC[C:20]([NH2:23])(C)C.OCCN.O=[S:29](Cl)Cl.CC1[C:38]([N+:39]([O-:41])=[O:40])=[CH:37][CH:36]=CC=1N=C=S>>[CH3:16][C:11]1[CH:17]=[C:38]([N+:39]([O-:41])=[O:40])[CH:37]=[CH:36][C:12]=1[N:23]=[C:20]1[NH:8][C:3]([CH3:7])([CH3:4])[CH2:2][S:29]1 |f:1.2|. Reported procedure: Methyl aminoisobutyric acid was converted to methyl aminoisobutyrate HCl salt according to method B1c, Step 1. The ester was reduced to 3-hydroxy-2-methyl-2-propylamine according to Method B1c, Step 2. The 2-hydroxyethylamine was treated with SOCl2 according to Method B7b, followed by 2-methyl-3-nitrophenyl isothiocyanate according to Method C1a to give 2-(2-methyl-4-nitrophenylimino)-4,4-dimethyl-1,3-thiazolidine. The thiazolidine was reacted with isobutyl bromide according to Method D2a to aff... Reactants: acid chloride, [Sn](Cl)(Cl)(Cl)Cl (tin (IV) chloride), COC1=C(C=CC=C1)SCCC(=O)O (3-[(2-methoxyphenyl)thio]propanoic acid), C(C(=O)Cl)(=O)Cl (oxalyl chloride), CN(C)C=O (DMF). Run in C(Cl)Cl (DCM), C(Cl)Cl (DCM), C(Cl)Cl (DCM). Reaction conditions: temperature 0 celsius, time 30 minute. The product is COC=1C=CC=C2C(CCSC12)=O (8-methoxy-2,3-dihydro-4H-thiochromen-4-one). Yield: 69.8%. As a reaction SMILES: [CH3:1][O:2][C:3]1[CH:8]=[CH:7][CH:6]=[CH:5][C:4]=1[S:9][CH2:10][CH2:11][C:12]([OH:14])=O.C(Cl)(=O)C(Cl)=O.CN(C=O)C.[Sn](Cl)(Cl)(Cl)Cl>C(Cl)Cl>[CH3:1][O:2][C:3]1[CH:8]=[CH:7][CH:6]=[C:5]2[C:4]=1[S:9][CH2:10][CH2:11][C:12]2=[O:14]. Procedure details: To a solution of 3-[(2-methoxyphenyl)thio]propanoic acid (5.0 g, 23.6 mmol) in dry DCM (50 mL) at 0° C. is added oxalyl chloride (6.01 g, 4.09 mL, 47.2 mmol, 2 Eq) followed by few drops of DMF. The reaction mixture is stirred at 0° C. for 30 minutes. After 30 minutes, the solvent is removed under reduced pressure. To a solution of the acid chloride in DCM (150 mL) at 0° C. is added a solution of tin (IV) chloride in DCM (26 mL, 1 M, 26.0 mmol, 1.1 Eq) and the reaction mixture is stirred for 2 h.... The product is FC(C(=O)O)(F)F.C(#N)C=1C=C(C=CC1OC1=C(C=C(C=C1)C1=C(C=CC=C1)CNC)C1=CC=NN1C)S(=O)(=O)NC=1SC=CN1 (3-Cyano-4-({2′-[(methylamino)methyl]-3-(1-methyl-1H-pyrazol-5-yl)biphenyl-4-yl}oxy)-N-(1,3-thiazol-2-yl)benzenesulfonamide, trifluoroacetate salt). Starting materials: C(C)(C)(C)OC(N(C)CC1=C(C=CC=C1)C1=CC(=C(C=C1)OC1=C(C=C(C=C1)S(=O)(=O)NC=1SC=CN1)C#N)C1=CC=NN1C)=O (tert-Butyl-{[4′-{2-cyano-4-[(1,3-thiazol-2-ylamino)sulfonyl]phenoxy}-3′(1-methyl-1H-pyrazol-5-yl)biphenyl-2-yl]methyl}methylcarbamate), FC(C(=O)O)(F)F (trifluoroacetic acid). The yield is 37.0%. Solvent: ClCCl (dichloromethane). Run at time 18 hour. Reported procedure: tert-Butyl-{[4′-{2-cyano-4-[(1,3-thiazol-2-ylamino)sulfonyl]phenoxy}-3′(1-methyl-1H-pyrazol-5-yl)biphenyl-2-yl]methyl}methylcarbamate (Preparation 65, 64 mg, 0.01 mmol) was dissolved in dichloromethane (5 mL), trifluoroacetic acid (0.2 mL) was added and the reaction was stirred for 18 hours at room temperature. The reaction mixture was concentrated in vacuo and purified by reverse phase preparative HPLC to afford the title compound (22 mg, 37%) as a white solid as the trifluoroacetate salt. RXN SMILES: C(O[C:6](=O)[N:7]([CH2:9][C:10]1[CH:15]=[CH:14][CH:13]=[CH:12][C:11]=1[C:16]1[CH:21]=[CH:20][C:19]([O:22][C:23]2[CH:28]=[CH:27][C:26]([S:29]([NH:32][C:33]3[S:34][CH:35]=[CH:36][N:37]=3)(=[O:31])=[O:30])=[CH:25][C:24]=2[C:38]#[N:39])=[C:18]([C:40]2[N:44]([CH3:45])[N:43]=[CH:42][CH:41]=2)[CH:17]=1)C)(C)(C)C.[F:47][C:48]([F:53])([F:52])[C:49]([OH:51])=[O:50]>ClCCl>[F:47][C:48]([F:53])([F:52])[C:49]([OH:51])=[O:50].[C:38]([C:24]1[CH:25]=[C:26]([S:29]([NH:32][C:33]2[S:34][CH:35]=[CH:36][N:37]=2)(=[O:30])=[O:31])[CH:27]=[CH:28][C:23]=1[O:22][C:19]1[CH:20]=[CH:21][C:16]([C:11]2[CH:12]=[CH:13][CH:14]=[CH:15][C:10]=2[CH2:9][NH:7][CH3:6])=[CH:17][C:18]=1[C:40]1[N:44]([CH3:45])[N:43]=[CH:42][CH:41]=1)#[N:39] |f:3.4|.